From a dataset of the Open Reaction Database (ORD), a public repository of structured organic reaction records. describe an organic reaction: reactants, conditions, products, and yield Reactants: C1N2CN3CN1CN(C2)C3 (methenamine), C([C@@H](O)C1=CC=CC=C1)(=O)[O-] (l-mandelate). Solvent: C(C)C(=O)C (methyl ethyl ketone), C(C)C(=O)C (methyl ethyl ketone). The product is C1N2CN3CN1CN(C2)C3 (methenamine), C(C(O)C1=CC=CC=C1)(=O)[O-] (mandelate). As a reaction SMILES: [CH2:1]1[N:6]2[CH2:7][N:8]3[CH2:10][N:4]([CH2:5]2)[CH2:3][N:2]1[CH2:9]3.[C:11]([O-:21])(=[O:20])[C@H:12]([C:14]1[CH:19]=[CH:18][CH:17]=[CH:16][CH:15]=1)[OH:13]>C(C(C)=O)C>[CH2:1]1[N:6]2[CH2:7][N:8]3[CH2:10][N:4]([CH2:5]2)[CH2:3][N:2]1[CH2:9]3.[C:11]([O-:21])(=[O:20])[CH:12]([C:14]1[CH:19]=[CH:18][CH:17]=[CH:16][CH:15]=1)[OH:13]. Procedure: To a boiling suspension of 160 ml. of methyl ethyl ketone containing 23.0 g. (0.165 mole) of methenamine is slowly added a hot suspension of 25 g. (0.16 mole) of l-mandelate acid in 60 ml. of methyl ethyl ketone. The heat source is removed. The solution is stirred to room temperature, then cooled in an ice-water bath. White crystals are collected by filtration, washed with a small amount of cold methyl ethyl ketone, followed by anhydrous ether, and dried at 50° C. in vacuum for 4.5 hours to obta... Starting materials: CO, O=[N+]([O-])c1c(F)cc(F)cc1F, N, C1CCOC1. Yields the product Nc1cc(F)cc(F)c1[N+](=O)[O-]. As a reaction SMILES: [CH3:19][OH:20].[F:1][c:2]1[c:3]([N+:10](=[O:11])[O-:12])[c:4]([F:9])[cH:5][c:6]([F:8])[cH:7]1.[NH3:13].[O:14]1[CH2:15][CH2:16][CH2:17][CH2:18]1>>[F:1][c:2]1[c:3]([N+:10](=[O:11])[O-:12])[c:4]([NH2:13])[cH:5][c:6]([F:8])[cH:7]1.